The task is: describe an organic reaction: reactants, conditions, products, and yield. This data is from the Open Reaction Database (ORD), a public repository of structured organic reaction records. Reactants: ClCC1=CC=C(C=C1)C=1C(=NC=CN1)NS(=O)(=O)C1=C(C=CC=C1)C(F)(F)F (N-{3-[4-(chloromethyl)phenyl]pyrazin-2-yl}-2-(trifluoromethyl)benzenesulfonamide), ClCC1=CC=C(C=C1)C=1C(=NC=CN1)NS(=O)(=O)C1=C(C=CC=C1)C(F)(F)F (N-{3-[4-(chloromethyl)phenyl]pyrazin-2-yl}-2-(trifluoromethyl)benzenesulfonamide), C1(=CC=CC=C1)O (phenol). Yields the product O(C1=CC=CC=C1)CC1=CC=C(C=C1)C=1C(=NC=CN1)NS(=O)(=O)C1=C(C=CC=C1)C(F)(F)F (N-[3-(4-Phenoxymethyl-phenyl)-pyrazin-2-yl]-2-trifluoromethyl-benzenesulfonamide). Isolated yield 75.0%. As a reaction SMILES: Cl[CH2:2][C:3]1[CH:8]=[CH:7][C:6]([C:9]2[C:10]([NH:15][S:16]([C:19]3[CH:24]=[CH:23][CH:22]=[CH:21][C:20]=3[C:25]([F:28])([F:27])[F:26])(=[O:18])=[O:17])=[N:11][CH:12]=[CH:13][N:14]=2)=[CH:5][CH:4]=1.[C:29]1([OH:35])[CH:34]=[CH:33][CH:32]=[CH:31][CH:30]=1>>[O:35]([CH2:2][C:3]1[CH:8]=[CH:7][C:6]([C:9]2[C:10]([NH:15][S:16]([C:19]3[CH:24]=[CH:23][CH:22]=[CH:21][C:20]=3[C:25]([F:28])([F:27])[F:26])(=[O:18])=[O:17])=[N:11][CH:12]=[CH:13][N:14]=2)=[CH:5][CH:4]=1)[C:29]1[CH:34]=[CH:33][CH:32]=[CH:31][CH:30]=1. Procedure details: Following the general method as outlined in Example 1 (Method A), starting from N-{3-[4-(chloromethyl)phenyl]pyrazin-2-yl}-2-(trifluoromethyl)benzenesulfonamide (Intermediate 9), and phenol, the title compound was isolated as a yellow solid in 75% yield (98% purity by HPLC). Reactants: BrC=1C=C(C=C(C1OC)OC)C1CC(OC2=C3C(=CC=C12)N(C=C3)C)O (4-(3-bromo-4,5-dimethoxyphenyl)-2-hydroxy-7-methyl-pyrrolo[2,3-h]chroman), C(C)(=O)Cl (acetyl chloride), C([O-])(O)=O.[Na+] (sodium bicarbonate). Run in CO (methanol). Run at time 3 hour. Product: BrC=1C=C(C=C(C1OC)OC)C1CC(OC2=C3C(=CC=C12)N(C=C3)C)OC (4-(3-Bromo-4,5-dimethoxyphenyl)-2-methoxy-7-methyl-pyrrolo[2,3-h]chroman). The yield is 58.0%. RXN SMILES: [Br:1][C:2]1[CH:3]=[C:4]([CH:12]2[C:21]3[C:16](=[C:17]4[CH:24]=[CH:23][N:22]([CH3:25])[C:18]4=[CH:19][CH:20]=3)[O:15][CH:14]([OH:26])[CH2:13]2)[CH:5]=[C:6]([O:10][CH3:11])[C:7]=1[O:8][CH3:9].[C:27](Cl)(=O)C.C(=O)(O)[O-].[Na+]>CO>[Br:1][C:2]1[CH:3]=[C:4]([CH:12]2[C:21]3[C:16](=[C:17]4[CH:24]=[CH:23][N:22]([CH3:25])[C:18]4=[CH:19][CH:20]=3)[O:15][CH:14]([O:26][CH3:27])[CH2:13]2)[CH:5]=[C:6]([O:10][CH3:11])[C:7]=1[O:8][CH3:9] |f:2.3|. Reported procedure: To a solution of 4-(3-bromo-4,5-dimethoxyphenyl)-2-hydroxy-7-methyl-pyrrolo[2,3-h]chroman (5 mg; 0.012 mmol ) in methanol (0.5 ml) at 0° C. was added acetyl chloride (10 μl). The mixture was warmed to room temperature and stirred at this temperature for 3 h. Saturated sodium bicarbonate solution was added and the reaction mixture was extracted with dichloromethane. The extract was washed with saturated sodium chloride solution, dried and evaporated. The crude product was passed through bond-elut... Starting materials: O=S(=O)(Cl)c1ccc(C2CCCCC2)cc1, ClCCl, COC(=O)c1sccc1N, c1ccncc1. Yields the product COC(=O)c1sccc1NS(=O)(=O)c1ccc(C2CCCCC2)cc1. As a reaction SMILES: [CH:1]1([c:7]2[cH:8][cH:9][c:10]([S:13](=[O:14])(=[O:15])[Cl:16])[cH:11][cH:12]2)[CH2:2][CH2:3][CH2:4][CH2:5][CH2:6]1.[Cl:33][CH2:34][Cl:35].[NH2:17][c:18]1[c:19]([C:23](=[O:24])[O:25][CH3:26])[s:20][cH:21][cH:22]1.[cH:27]1[cH:28][cH:29][n:30][cH:31][cH:32]1>>[CH:1]1([c:7]2[cH:8][cH:9][c:10]([S:13](=[O:14])(=[O:15])[NH:17][c:18]3[c:19]([C:23](=[O:24])[O:25][CH3:26])[s:20][cH:21][cH:22]3)[cH:11][cH:12]2)[CH2:2][CH2:3][CH2:4][CH2:5][CH2:6]1. Reactants: CCOC(C)=O, Cc1c(C)c(NCc2ccccc2)c2c(c1C)C(c1ccc(C(C)C)cc1)CO2, CCCCCC. Yields the product Cc1c(C)c(N)c2c(c1C)C(c1ccc(C(C)C)cc1)CO2. As a reaction SMILES: [C:30]([O:31][CH2:32][CH3:33])(=[O:34])[CH3:35].[CH2:1]([c:2]1[cH:3][cH:4][cH:5][cH:6][cH:7]1)[NH:8][c:9]1[c:10]([CH3:29])[c:11]([CH3:28])[c:12]([CH3:27])[c:13]2[c:17]1[O:16][CH2:15][CH:14]2[c:18]1[cH:19][cH:20][c:21]([CH:24]([CH3:25])[CH3:26])[cH:22][cH:23]1.[CH3:36][CH2:37][CH2:38][CH2:39][CH2:40][CH3:41]>>[NH2:8][c:9]1[c:10]([CH3:29])[c:11]([CH3:28])[c:12]([CH3:27])[c:13]2[c:17]1[O:16][CH2:15][CH:14]2[c:18]1[cH:19][cH:20][c:21]([CH:24]([CH3:25])[CH3:26])[cH:22][cH:23]1. Reaction SMILES: Br[CH2:2][CH2:3][CH2:4][Cl:5].[CH3:6][C:7]([C:9]1[CH:17]=[CH:16][C:14]([OH:15])=[C:11]([O:12][CH3:13])[CH:10]=1)=[O:8].[OH-].[Na+]>O>[Cl:5][CH2:4][CH2:3][CH2:2][O:15][C:14]1[CH:16]=[CH:17][C:9]([C:7](=[O:8])[CH3:6])=[CH:10][C:11]=1[O:12][CH3:13] |f:2.3|. Reactants: CC(=O)C1=CC(OC)=C(O)C=C1 (acetovanillone), [OH-].[Na+] (sodium hydroxide), BrCCCCl (1-bromo-3-chloropropane). Product: ClCCCOC1=C(C=C(C=C1)C(C)=O)OC (1-[4-(3-Chloropropoxy)-3-methoxyphenyl]ethanone). The solvent is O (water), O (water). Procedure: To a mixture of 15.15 kg (96.26 mole) of 1-bromo-3-chloropropane and 25 liter of water heated to 86° C. was added a solution of 8 kg (48.13 mole) of acetovanillone in 3.93 kg (48.6 mole) of 50% aqueous sodium hydroxide and 89 liter of water over a 2.5 hr period. The mixture was heated at 80°-85° C. for 2-5 hr after addition was complete. The mixture was cooled and extracted twice with 49 kg portions of toluene. The combined extracts were washed once with 1.9 kg of 50% sodium hydroxide diluted to... Run at temperature 86 celsius.